From a dataset of the Open Reaction Database (ORD), a public repository of structured organic reaction records. describe an organic reaction: reactants, conditions, products, and yield Starting materials: O=C1N(CCCC1)C1=CC(=C(C=C1)F)[N+](=O)[O-] (4-(2-oxo-piperidin-1-yl)-2-nitro-fluoro-benzene), CN (methylamine). The solvent is O (water). Yields the product O=C1N(CCCC1)C1=CC(=C(NC)C=C1)[N+](=O)[O-] (4-(2-oxo-piperidin-1-yl)-2-nitro-N-methyl-aniline). RXN SMILES: [O:1]=[C:2]1[CH2:7][CH2:6][CH2:5][CH2:4][N:3]1[C:8]1[CH:13]=[CH:12][C:11](F)=[C:10]([N+:15]([O-:17])=[O:16])[CH:9]=1.[CH3:18][NH2:19]>O>[O:1]=[C:2]1[CH2:7][CH2:6][CH2:5][CH2:4][N:3]1[C:8]1[CH:13]=[CH:12][C:11]([NH:19][CH3:18])=[C:10]([N+:15]([O-:17])=[O:16])[CH:9]=1. Procedure details: 4.1 g (0.017 mol) of 4-(2-oxo-piperidin-1-yl)-2-nitro-fluoro-benzene are stirred in 50 ml methylamine solution (40% in H2O) in a sealed vessel for 1 hour at ambient temperature. Then the mixture is diluted with water, suction filtered and dried. Reactants: C(C=C)N1C[C@@H](N(C[C@H]1C)[C@H](C=1C=C(C=CC1)O)C=1SC=C(C1)Br)C ((-)-3-((R)-((2S,5R)-4-Allyl-2,5-dimethyl-1-piperazinyl)(4-bromo-2-thienyl)methyl)phenol), C(CCC)[Li] (n-butyllithium). Yields the product C(C=C)N1C[C@@H](N(C[C@H]1C)[C@H](C=1C=C(C=CC1)O)C=1SC=CC1)C ((-)-3-((R)-((2S,5R)-4-allyl-2,5-dimethyl-1-piperazinyl)(2-thienyl)methyl)phenol). The yield is 74.1%. RXN SMILES: [CH2:1]([N:4]1[C@H:9]([CH3:10])[CH2:8][N:7]([C@@H:11]([C:19]2[S:20][CH:21]=[C:22](Br)[CH:23]=2)[C:12]2[CH:13]=[C:14]([OH:18])[CH:15]=[CH:16][CH:17]=2)[C@@H:6]([CH3:25])[CH2:5]1)[CH:2]=[CH2:3].C([Li])CCC>>[CH2:1]([N:4]1[C@H:9]([CH3:10])[CH2:8][N:7]([C@@H:11]([C:19]2[S:20][CH:21]=[CH:22][CH:23]=2)[C:12]2[CH:13]=[C:14]([OH:18])[CH:15]=[CH:16][CH:17]=2)[C@@H:6]([CH3:25])[CH2:5]1)[CH:2]=[CH2:3]. Procedure: (-)-3-((R)-((2S,5R)-4-Allyl-2,5-dimethyl-1-piperazinyl)(4-bromo-2-thienyl)methyl)phenol (0.53 g, 1.3 mmol, Example 66) was debrominated with n-butyllithium as in Example 9. The crude product was recrystallized from acetonitrile to give 0.33 g (77%) of (-)-3-((R)-((2S,5R)-4-allyl-2,5-dimethyl-1-piperazinyl)(2-thienyl)methyl)phenol as beige crystals, mp 176°-178° C., [α]D20 =-23.3° (ethyl acetate, c=1.5). HPLC on β-cyclodextrin with methanol:0.1M aqueous ammonium acetate/1:1 gave one peak at tR =8...